The task is: describe an organic reaction: reactants, conditions, products, and yield. This data is from the Open Reaction Database (ORD), a public repository of structured organic reaction records. Reactants: CSc1nccc(-c2n[nH]c3nc(NC4CCC(NC(=O)OC(C)(C)C)CC4)ncc23)n1, CO, ClCCl, O=C(OO)c1cccc(Cl)c1. The product is CS(=O)c1nccc(-c2n[nH]c3nc(NC4CCC(NC(=O)OC(C)(C)C)CC4)ncc23)n1. As a reaction SMILES: [C:12]([CH3:13])([CH3:14])([CH3:15])[O:16][C:17]([NH:18][CH:19]1[CH2:20][CH2:21][CH:22]([NH:25][c:26]2[n:27][cH:28][c:29]3[c:30]([n:31]2)[nH:32][n:33][c:34]3-[c:35]2[n:36][c:37]([S:41][CH3:42])[n:38][cH:39][cH:40]2)[CH2:23][CH2:24]1)=[O:43].[CH3:47][OH:48].[Cl:44][CH2:45][Cl:46].[OH:1][O:2][C:3]([c:4]1[cH:5][c:6]([Cl:7])[cH:8][cH:9][cH:10]1)=[O:11]>>[O:1]=[S:41]([c:37]1[n:36][c:35](-[c:34]2[c:29]3[cH:28][n:27][c:26]([NH:25][CH:22]4[CH2:21][CH2:20][CH:19]([NH:18][C:17]([O:16][C:12]([CH3:13])([CH3:14])[CH3:15])=[O:43])[CH2:24][CH2:23]4)[n:31][c:30]3[nH:32][n:33]2)[cH:40][cH:39][n:38]1)[CH3:42]. Starting materials: NC1=C(C=CC=C1)O (2-aminophenol), ClC1=C(C=CC=C1)C1=CC=C(O1)C=O (5-(2-chlorophenyl)furan-2-carbaldehyde). Yields the product ClC1=C(C=CC=C1)C1=CC=C(O1)C=NC1=C(C=CC=C1)O (2-{[5-(2-chlorophenyl)furan-2-yl]methyleneamino}phenol), powder. Isolated yield 75.0%. Reaction SMILES: [NH2:1][C:2]1[CH:7]=[CH:6][CH:5]=[CH:4][C:3]=1[OH:8].[Cl:9][C:10]1[CH:15]=[CH:14][CH:13]=[CH:12][C:11]=1[C:16]1[O:20][C:19]([CH:21]=O)=[CH:18][CH:17]=1>>[Cl:9][C:10]1[CH:15]=[CH:14][CH:13]=[CH:12][C:11]=1[C:16]1[O:20][C:19]([CH:21]=[N:1][C:2]2[CH:7]=[CH:6][CH:5]=[CH:4][C:3]=2[OH:8])=[CH:18][CH:17]=1. Procedure: Using 2-aminophenol and 5-(2-chlorophenyl)furan-2-carbaldehyde, 2.69 g of 2-{[5-(2-chlorophenyl)furan-2-yl]methyleneamino}phenol were obtained as a yellow powder (yield 75%). Reactants: BrC(Br)(Br)Br, CCCCCCCCC=CCCCCCCCCOCC(CO)OCCCCCCCCC=CCCCCCCCC, CN(C)C=O, [Li+], [N-]=[N+]=[N-], c1ccc(P(c2ccccc2)c2ccccc2)cc1. The product is CCCCCCCCC=CCCCCCCCCOCC(CN=[N+]=[N-])OCCCCCCCCC=CCCCCCCCC. As a reaction SMILES: [C:66]([Br:67])([Br:68])([Br:69])[Br:70].[CH2:1]([CH2:2][CH2:3][CH2:4][CH2:5][CH2:6][CH2:7][CH2:8][CH:9]=[CH:10][CH2:11][CH2:12][CH2:13][CH2:14][CH2:15][CH2:16][CH2:17][CH3:18])[O:19][CH2:20][CH:21]([O:22][CH2:23][CH2:24][CH2:25][CH2:26][CH2:27][CH2:28][CH2:29][CH2:30][CH:31]=[CH:32][CH2:33][CH2:34][CH2:35][CH2:36][CH2:37][CH2:38][CH2:39][CH3:40])[CH2:41][OH:42].[CH3:71][N:72]([CH3:73])[CH:74]=[O:75].[Li+:46].[N-:43]=[N+:44]=[N-:45].[c:47]1([P:48]([c:49]2[cH:50][cH:51][cH:52][cH:53][cH:54]2)[c:55]2[cH:56][cH:57][cH:58][cH:59][cH:60]2)[cH:61][cH:62][cH:63][cH:64][cH:65]1>>[CH2:1]([CH2:2][CH2:3][CH2:4][CH2:5][CH2:6][CH2:7][CH2:8][CH:9]=[CH:10][CH2:11][CH2:12][CH2:13][CH2:14][CH2:15][CH2:16][CH2:17][CH3:18])[O:19][CH2:20][CH:21]([O:22][CH2:23][CH2:24][CH2:25][CH2:26][CH2:27][CH2:28][CH2:29][CH2:30][CH:31]=[CH:32][CH2:33][CH2:34][CH2:35][CH2:36][CH2:37][CH2:38][CH2:39][CH3:40])[CH2:41][N:43]=[N+:44]=[N-:45]. Starting materials: NC1=C(C(=NC=N1)N[C@@H](C)C1=NN2C(C(N1C1=CC=CC=C1)=O)=C(C=C2)C)Br ((S)-2-(1-((6-Amino-5-bromopyrimidin-4-yl)amino)ethyl)-5-methyl-3-phenylpyrrolo[2,1-f][1,2,4]triazin-4(3H)-one), C(C)OC1=NC=C(C=C1NS(=O)(=O)C1=CC=C(C=C1)O)B1OC(C(O1)(C)C)(C)C (N-(2-ethoxy-5-(4,4,5,5-tetramethyl-1,3,2-dioxaborolan-2-yl)pyridin-3-yl)-4-hydroxybenzenesulfonamide), C([O-])([O-])=O.[Na+].[Na+] (sodium carbonate). Yields the product NC1=NC=NC(=C1C=1C=C(C(=NC1)OCC)NS(=O)(=O)C1=CC=C(C=C1)O)N[C@@H](C)C1=NN2C(C(N1C1=CC=CC=C1)=O)=C(C=C2)C ((S)—N-(5-(4-Amino-6-((1-(5-methyl-4-oxo-3-phenyl-3,4-dihydropyrrolo[2,1-f][1,2,4]triazin-2-yl)ethyl)amino)pyrimidin-5-yl)-2-ethoxypyridin-3-yl)-4-hydroxybenzenesulfonamide). Yield: 28.0%. As a reaction SMILES: [NH2:1][C:2]1[N:7]=[CH:6][N:5]=[C:4]([NH:8][C@H:9]([C:11]2[N:16]([C:17]3[CH:22]=[CH:21][CH:20]=[CH:19][CH:18]=3)[C:15](=[O:23])[C:14]3=[C:24]([CH3:27])[CH:25]=[CH:26][N:13]3[N:12]=2)[CH3:10])[C:3]=1Br.[CH2:29]([O:31][C:32]1[C:37]([NH:38][S:39]([C:42]2[CH:47]=[CH:46][C:45]([OH:48])=[CH:44][CH:43]=2)(=[O:41])=[O:40])=[CH:36][C:35](B2OC(C)(C)C(C)(C)O2)=[CH:34][N:33]=1)[CH3:30].C(=O)([O-])[O-].[Na+].[Na+]>>[NH2:1][C:2]1[C:3]([C:35]2[CH:36]=[C:37]([NH:38][S:39]([C:42]3[CH:43]=[CH:44][C:45]([OH:48])=[CH:46][CH:47]=3)(=[O:41])=[O:40])[C:32]([O:31][CH2:29][CH3:30])=[N:33][CH:34]=2)=[C:4]([NH:8][C@H:9]([C:11]2[N:16]([C:17]3[CH:22]=[CH:21][CH:20]=[CH:19][CH:18]=3)[C:15](=[O:23])[C:14]3=[C:24]([CH3:27])[CH:25]=[CH:26][N:13]3[N:12]=2)[CH3:10])[N:5]=[CH:6][N:7]=1 |f:2.3.4|. Reported procedure: (S)-2-(1-((6-Amino-5-bromopyrimidin-4-yl)amino)ethyl)-5-methyl-3-phenylpyrrolo[2,1-f][1,2,4]triazin-4(3H)-one (54 mg, 0.12 mmol) was treated with N-(2-ethoxy-5-(4,4,5,5-tetramethyl-1,3,2-dioxaborolan-2-yl)pyridin-3-yl)-4-hydroxybenzenesulfonamide (116 mg, 0.18 mmol), sodium carbonate (30 mg, 0.28 mmol) and 1,1′-bis(diphenylphosphino)ferrocene-palladium(II)dichloride dichloromethane complex (32 mg, 0.04 mmol) according to the method described in Example 3 to give 22 mg (27% yield) of the title co... Reactants: ClC1=CC=NC2=CC(=C(C=C12)C#N)OCCCN1CCN(CC1)C (4-chloro-6-cyano-7-(3-(4methylpiperazin-1-yl)propoxy)quinoline), CC=1NC2=CC=C(C=C2C1C)O (2,3-dimethyl-5-hydroxyindole). The product is C(#N)C=1C=C2C(=CC=NC2=CC1OCCCN1CCN(CC1)C)OC=1C=C2C(=C(NC2=CC1)C)C (6-cyano-4-(2,3-dimethylindol-5-yloxy)-7-(3-(4-methylpiperazin-1-yl)propoxy)quinoline). The yield is 70.7%. RXN SMILES: Cl[C:2]1[C:11]2[C:6](=[CH:7][C:8]([O:14][CH2:15][CH2:16][CH2:17][N:18]3[CH2:23][CH2:22][N:21]([CH3:24])[CH2:20][CH2:19]3)=[C:9]([C:12]#[N:13])[CH:10]=2)[N:5]=[CH:4][CH:3]=1.[CH3:25][C:26]1[NH:27][C:28]2[C:33]([C:34]=1[CH3:35])=[CH:32][C:31]([OH:36])=[CH:30][CH:29]=2>>[C:12]([C:9]1[CH:10]=[C:11]2[C:6](=[CH:7][C:8]=1[O:14][CH2:15][CH2:16][CH2:17][N:18]1[CH2:23][CH2:22][N:21]([CH3:24])[CH2:20][CH2:19]1)[N:5]=[CH:4][CH:3]=[C:2]2[O:36][C:31]1[CH:32]=[C:33]2[C:28](=[CH:29][CH:30]=1)[NH:27][C:26]([CH3:25])=[C:34]2[CH3:35])#[N:13]. Procedure: Using an analogous procedure to that described in Example 20, 4-chloro-6-cyano-7-(3-(4methylpiperazin-1-yl)propoxy)quinoline (150 mg, 0.44 mmol), (prepared as described for the starting material in Example 12), was reacted with 2,3-dimethyl-5-hydroxyindole (84 mg, 0.52 mmol), (Arch. Pharm. 1972, 305, 159), to give 6-cyano-4-(2,3-dimethylindol-5-yloxy)-7-(3-(4-methylpiperazin-1-yl)propoxy)quinoline (146 mg, 60%).